This data is from the Open Reaction Database (ORD), a public repository of structured organic reaction records. The task is: describe an organic reaction: reactants, conditions, products, and yield The reactants are F[B-](F)(F)F, CCO, Cc1cc(C(=O)O)ccc1C(=O)N1CCCC1, CCN(C(C)C)C(C)C, Cn1cncc1CC(N)c1nc2cc(Cl)ccc2[nH]1, Cl, ClCCl, C1CCOC1, CN(C)C(On1nnc2ccccc21)=[N+](C)C. The product is Cc1cc(C(=O)NC(Cc2cncn2C)c2nc3cc(Cl)ccc3[nH]2)ccc1C(=O)N1CCCC1. RXN SMILES: [B-:18]([F:19])([F:20])([F:21])[F:22].[CH2:74]([OH:75])[CH3:76].[CH3:1][c:2]1[cH:3][c:4]([C:5](=[O:6])[OH:7])[cH:8][cH:9][c:10]1[C:11](=[O:12])[N:13]1[CH2:14][CH2:15][CH2:16][CH2:17]1.[CH:40]([N:41]([CH:42]([CH3:43])[CH3:44])[CH2:45][CH3:46])([CH3:47])[CH3:48].[Cl:49][c:50]1[cH:51][c:52]2[c:53]([nH:54][c:55]([CH:57]([CH2:58][c:59]3[cH:60][n:61][cH:62][n:63]3[CH3:64])[NH2:65])[n:56]2)[cH:66][cH:67]1.[Cl:68].[Cl:77][CH2:78][Cl:79].[O:69]1[CH2:70][CH2:71][CH2:72][CH2:73]1.[n:23]1([O:24][C:25]([N:26]([CH3:27])[CH3:28])=[N+:29]([CH3:30])[CH3:31])[c:32]2[cH:33][cH:34][cH:35][cH:36][c:37]2[n:38][n:39]1>>[CH3:1][c:2]1[cH:3][c:4]([C:5](=[O:7])[NH:65][CH:57]([c:55]2[nH:54][c:53]3[c:52]([cH:51][c:50]([Cl:49])[cH:67][cH:66]3)[n:56]2)[CH2:58][c:59]2[cH:60][n:61][cH:62][n:63]2[CH3:64])[cH:8][cH:9][c:10]1[C:11](=[O:12])[N:13]1[CH2:14][CH2:15][CH2:16][CH2:17]1. Starting materials: C=CC=C.C(C=C)#N (butadiene acrylonitrile), C(C=C)#N (acrylonitrile). Yields the product CC(C)=C.C=CC(C)=C (isobutylene isoprene). As a reaction SMILES: [CH2:1]=[CH:2][CH:3]=[CH2:4].[C:5](#N)C=C.[C:9](#N)C=C>>[CH3:5][C:3](=[CH2:4])[CH3:2].[CH2:1]=[CH:2][C:3](=[CH2:9])[CH3:4] |f:0.1,3.4|. Procedure details: butadiene/acrylonitrile copolymers with acrylonitrile contents of 5 to 60, preferably 10 to 50 wt. % (NBR) The reactants are COc1cc(-n2ccc3cc(OCC4CCCO4)ccc3c2=O)ccc1OCC(OC)OC, ClCCl, O=C(O)C(F)(F)F, O. Product: COc1cc(-n2ccc3cc(OCC4CCCO4)ccc3c2=O)ccc1OCC=O. As a reaction SMILES: [CH3:1][O:2][CH:3]([CH2:4][O:5][c:6]1[c:7]([O:30][CH3:31])[cH:8][c:9](-[n:12]2[c:13](=[O:29])[c:14]3[cH:15][cH:16][c:17]([O:22][CH2:23][CH:24]4[O:25][CH2:26][CH2:27][CH2:28]4)[cH:18][c:19]3[cH:20][cH:21]2)[cH:10][cH:11]1)[O:32][CH3:33].[Cl:41][CH2:42][Cl:43].[F:34][C:35]([F:36])([F:37])[C:38]([OH:39])=[O:40].[OH2:44]>>[O:2]=[CH:3][CH2:4][O:5][c:6]1[c:7]([O:30][CH3:31])[cH:8][c:9](-[n:12]2[c:13](=[O:29])[c:14]3[cH:15][cH:16][c:17]([O:22][CH2:23][CH:24]4[O:25][CH2:26][CH2:27][CH2:28]4)[cH:18][c:19]3[cH:20][cH:21]2)[cH:10][cH:11]1. Starting materials: COS(=O)(=O)[O-].BrC=1C=C2C(=CNC2=CC1)C[N+](C)(C)C ((5-bromo-3-indolylmethyl)-trimethylammonium methyl sulfate), [C-]#N.[K+] (potassium cyanide). Solvent: O (water). Reaction conditions: time 1 hour. Product: BrC=1C=C2C(=CNC2=CC1)CC#N (5-Bromo-3-indolylacetonitrile). Yield: 90.5%. As a reaction SMILES: COS([O-])(=O)=O.[Br:7][C:8]1[CH:9]=[C:10]2[C:14](=[CH:15][CH:16]=1)[NH:13][CH:12]=[C:11]2[CH2:17][N+](C)(C)C.[C-:22]#[N:23].[K+]>O>[Br:7][C:8]1[CH:9]=[C:10]2[C:14](=[CH:15][CH:16]=1)[NH:13][CH:12]=[C:11]2[CH2:17][C:22]#[N:23] |f:0.1,2.3|. Reported procedure: According to the procedure of C. Huebner et al., J. Am. Chem. Soc., 75, 5887 (1953), (5-bromo-3-indolylmethyl)-trimethylammonium methyl sulfate (41.6 g, 0.11 mol) was added to a solution of potassium cyanide (21.49 g, 0.33 mol) in water (215 mL) and stirred at 60°-70° C. for 1 hour. The reaction was cooled to room temperature, extracted with ether (2×400 mL), washed with saturated NaHCO3, brine, dried (MgSO4), and concentrated under reduced pressure to yield 23.4 g (90%) of product as a white so... Starting materials: C(#N)C1=CC=2N(C3=CC=CC=C3SC2C=C1)C(C(=O)OCC)C (ethyl (2RS)-2-(2-cyano-10-phenothiazinyl)propionate), C(CS)S (1,2-ethanedithiol), [BH4-].[Na+] (sodium borohydride), aqueous solution, [OH-].[Na+] (sodium hydroxide), aqueous solution, [OH-].[Na+] (sodium hydroxide). Solvent: O1CCCC1 (tetrahydrofuran), O1CCCC1 (tetrahydrofuran), C(Cl)Cl (methylene chloride). Conditions: temperature 20 celsius, time 15 minute. Product: OCC(C)N1C2=CC=CC=C2SC=2C=CC(=CC12)C#N (10-[(2RS)1-hydroxy-2-propyl]- 2-phenothiazinecarbonitrile). Yield: 65.9%. As a reaction SMILES: C(S)CS.[BH4-].[Na+].[C:7]([C:9]1[CH:22]=[CH:21][C:20]2[S:19][C:18]3[C:13](=[CH:14][CH:15]=[CH:16][CH:17]=3)[N:12]([CH:23]([CH3:29])[C:24](OCC)=[O:25])[C:11]=2[CH:10]=1)#[N:8].[OH-].[Na+]>O1CCCC1.C(Cl)Cl>[OH:25][CH2:24][CH:23]([N:12]1[C:11]2[CH:10]=[C:9]([C:7]#[N:8])[CH:22]=[CH:21][C:20]=2[S:19][C:18]2[C:13]1=[CH:14][CH:15]=[CH:16][CH:17]=2)[CH3:29] |f:1.2,4.5|. Procedure details: 1,2-ethanedithiol (113 cc) is poured into a suspension of sodium borohydride (52 g) in tetrahydrofuran (1.4 liters), with stirring, in 15 minutes and at a temperature of about 20° C., and then a solution of ethyl (2RS)-2-(2-cyano-10-phenothiazinyl)propionate (296 g) in tetrahydrofuran (1.4 liters) is poured in 15 minutes under the same conditions. At the end of the addition, the reaction mixture is heated for 20 hours at a temperature of about 60° C. After cooling to a temperature of 5° C., a 4N... The reactants are S1C2=C(C=C1C1=NN=C(S1)N(C1CC(NC(C1)(C)C)(C)C)C)C=CC=C2 (5-(benzo[b]thiophen-2-yl)-N-methyl-N-(2,2,6,6-tetramethylpiperidin-4-yl)-1,3,4-thiadiazol-2-amine), ClN1C(CCC1=O)=O (N-chlorosuccinimide). Solvent: ClCCCl.CC(=O)O (DCE AcOH), C([O-])(O)=O.[Na+] (sodium bicarbonate). Conditions: temperature 90 celsius. Product: ClC=1C2=C(SC1C1=NN=C(S1)N(C1CC(NC(C1)(C)C)(C)C)C)C=CC=C2 (5-(3-chlorobenzo[b]thiophen-2-yl)-N-methyl-N-(2,2,6,6-tetramethylpiperidin-4-yl)-1,3,4-thiadiazol-2-amine). The yield is 44.5%. As a reaction SMILES: [S:1]1[C:5]([C:6]2[S:10][C:9]([N:11]([CH3:22])[CH:12]3[CH2:17][C:16]([CH3:19])([CH3:18])[NH:15][C:14]([CH3:21])([CH3:20])[CH2:13]3)=[N:8][N:7]=2)=[CH:4][C:3]2[CH:23]=[CH:24][CH:25]=[CH:26][C:2]1=2.[Cl:27]N1C(=O)CCC1=O>ClCCCl.CC(O)=O.C(=O)(O)[O-].[Na+]>[Cl:27][C:4]1[C:3]2[CH:23]=[CH:24][CH:25]=[CH:26][C:2]=2[S:1][C:5]=1[C:6]1[S:10][C:9]([N:11]([CH3:22])[CH:12]2[CH2:17][C:16]([CH3:18])([CH3:19])[NH:15][C:14]([CH3:20])([CH3:21])[CH2:13]2)=[N:8][N:7]=1 |f:2.3,4.5|. Procedure details: A mixture of 5-(benzo[b]thiophen-2-yl)-N-methyl-N-(2,2,6,6-tetramethylpiperidin-4-yl)-1,3,4-thiadiazol-2-amine (37 mg, 0.096 mmol) and N-chlorosuccinimide (15.34 mg, 0.115 mmol) in DCE:AcOH (1:1) (1 mL) was heated at 90° C. for six hours. The reaction was cooled to RT, diluted with saturated sodium bicarbonate, extracted with ethyl acetate (3×), and DCM (2×). The combined organic extracts were washed with brine, dried over magnesium sulfate and concentrated to a crystalline yellow solid. Purific...